Task: describe an organic reaction: reactants, conditions, products, and yield. Dataset: the Open Reaction Database (ORD), a public repository of structured organic reaction records Starting materials: BrC1=CC=C(C=C1)C1O[C@H](C(O1)=O)CC(C)C ((5S)-2-(4-bromophenyl)-5-isobutyl-1,3-dioxolan-4-one), C1(=CC=CC=C1)[Mg]Br (phenylmagnesium bromide), solution. Reagents/catalysts: [Cl-].[Zn+2].[Cl-] (Zinc chloride). Run in CCOCC (ether), CCOCC (ether), CCOCC (ether). Reaction conditions: temperature 0 celsius, time 2 hour. Product: BrC1=CC=C(C=C1)[C@H](O[C@H](C(=O)O)CC(C)C)C1=CC=CC=C1 ((2S)-2-{[(R)-(4-bromophenyl)(phenyl)methyl]oxy}-4-methylpentanoic acid). RXN SMILES: [Br:1][C:2]1[CH:7]=[CH:6][C:5]([CH:8]2[O:12][C:11](=[O:13])[C@H:10]([CH2:14][CH:15]([CH3:17])[CH3:16])[O:9]2)=[CH:4][CH:3]=1.[C:18]1([Mg]Br)[CH:23]=[CH:22][CH:21]=[CH:20][CH:19]=1>CCOCC.[Cl-].[Zn+2].[Cl-]>[Br:1][C:2]1[CH:7]=[CH:6][C:5]([C@@H:8]([C:18]2[CH:23]=[CH:22][CH:21]=[CH:20][CH:19]=2)[O:9][C@@H:10]([CH2:14][CH:15]([CH3:17])[CH3:16])[C:11]([OH:12])=[O:13])=[CH:4][CH:3]=1 |f:3.4.5|. Procedure: Zinc chloride (1.12 l of 1M solution in ether, 1120 mmol) was added to 500 ml ether at −40° C. (5S)-2-(4-bromophenyl)-5-isobutyl-1,3-dioxolan-4-one (3:2 mixture of cis/trans) (56 g, 187 mmol) was then added dropwise in 200 ml ether (over 15 min), followed by phenylmagnesium bromide (125 ml of a 3M solution in ether, 374 mmol) (dropwise over 45 min). The solution was stirred at 0° C. for 2 hours. The reaction was quenched at 0° C. with 800 ml of a saturated solution of NH4Cl, the phases were sepa... Reagents/catalysts: [Pd] (palladium on carbon). Reported procedure: The material was prepared by the catalytic reduction of 2-methoxy-6-nitroaniline to 3-methoxybenzene-1,2-diamine using a hydrogen atmosphere at 40 psi and 10% palladium on carbon (50% w/w water) in methanol. The resulting crude diamine was subsequently reacted with cyanogen bromide in an acetonitrile-water mixture according to previous procedure and used without further purification. 1H-NMR (400 MHz, CDCl3), δ 12.40 (bs, 1H), 7.26 (d, 1H), 7.15 (t, 1H), 6.77 (d, 1H), 6.59 (bs, 2H), 3.73 (s, 3H).... The solvent is CO (methanol), C(C)#N.O (acetonitrile water). Starting materials: COC1=C(N)C(=CC=C1)[N+](=O)[O-] (2-methoxy-6-nitroaniline), COC1=C(C(=CC=C1)N)N (3-methoxybenzene-1,2-diamine), [H][H] (hydrogen), diamine, N#CBr (cyanogen bromide). The product is COC1=CC=CC=2NC(=NC21)N (4-methoxy-1H-benzo[d]imidazol-2-amine). Reaction SMILES: [CH3:1][O:2][C:3]1[CH:9]=[CH:8][CH:7]=[C:6]([N+:10]([O-])=O)[C:4]=1[NH2:5].COC1C=CC=[C:17]([NH2:21])C=1N.[H][H].N#CBr>[Pd].CO.C(#N)C.O>[CH3:1][O:2][C:3]1[C:4]2[N:5]=[C:17]([NH2:21])[NH:10][C:6]=2[CH:7]=[CH:8][CH:9]=1 |f:6.7|. Reactants: ClC=1C=CC(=C(CN2C3=C(NCC2)N=CC(=C3)C=3C=C(C(=O)O)C=CC3)C1)C(F)(F)F (3-{1-[5-chloro-2-(trifluoromethyl)benzyl]-1,2,3,4-tetrahydropyrido[2,3-b]pyrazin-7-yl}benzoic acid), C(C)OC(=O)N1CCC(CC1)N (4-aminopiperidine-1-carboxylic acid ethyl ester). Product: C(C)OC(=O)N1CCC(CC1)NC(C1=CC(=CC=C1)C1=CC2=C(NCCN2CC2=C(C=CC(=C2)Cl)C(F)(F)F)N=C1)=O (4-(3-{1-[5-Chloro-2-(trifluoromethyl)benzyl]-1,2,3,4-tetrahydropyrido[2,3-b]pyrazin-7-yl}benzoylamino)piperidine-1-carboxylic acid ethyl ester). Reaction SMILES: [Cl:1][C:2]1[CH:3]=[CH:4][C:5]([C:28]([F:31])([F:30])[F:29])=[C:6]([CH:27]=1)[CH2:7][N:8]1[CH2:13][CH2:12][NH:11][C:10]2[N:14]=[CH:15][C:16]([C:18]3[CH:19]=[C:20]([CH:24]=[CH:25][CH:26]=3)[C:21](O)=[O:22])=[CH:17][C:9]1=2.[CH2:32]([O:34][C:35]([N:37]1[CH2:42][CH2:41][CH:40]([NH2:43])[CH2:39][CH2:38]1)=[O:36])[CH3:33]>>[CH2:32]([O:34][C:35]([N:37]1[CH2:38][CH2:39][CH:40]([NH:43][C:21](=[O:22])[C:20]2[CH:24]=[CH:25][CH:26]=[C:18]([C:16]3[CH:15]=[N:14][C:10]4[NH:11][CH2:12][CH2:13][N:8]([CH2:7][C:6]5[CH:27]=[C:2]([Cl:1])[CH:3]=[CH:4][C:5]=5[C:28]([F:31])([F:30])[F:29])[C:9]=4[CH:17]=3)[CH:19]=2)[CH2:41][CH2:42]1)=[O:36])[CH3:33]. Procedure: 3-{1-[5-chloro-2-(trifluoromethyl)benzyl]-1,2,3,4-tetrahydropyrido[2,3-b]pyrazin-7-yl}benzoic acid was reacted with 4-aminopiperidine-1-carboxylic acid ethyl ester as in General Procedure 10 to give the title compound. LCMS: m/z=601.99 (M+H+); retention time=0.86 minutes. The reactants are C(=O)(OC)C1(CCCC1)SCC1=CC=C(C=C1)OC (1-(carbomethoxy)-1-(4-methoxylbenzylthio)cyclopentane), [OH-].[K+] (potassium hydroxide). The solvent is C(C)O (ethanol), O (water), O1CCCC1 (tetrahydrofuran). Run at time 2 hour. Product: C(=O)(O)C1(CCCC1)SCC1=CC=C(C=C1)OC (1-(carboxy)-1-(4-methoxybenzylthio)cyclopentane). Yield: 55.0%. RXN SMILES: [C:1]([C:5]1([S:10][CH2:11][C:12]2[CH:17]=[CH:16][C:15]([O:18][CH3:19])=[CH:14][CH:13]=2)[CH2:9][CH2:8][CH2:7][CH2:6]1)([O:3]C)=[O:2].[OH-].[K+]>C(O)C.O.O1CCCC1>[C:1]([C:5]1([S:10][CH2:11][C:12]2[CH:17]=[CH:16][C:15]([O:18][CH3:19])=[CH:14][CH:13]=2)[CH2:9][CH2:8][CH2:7][CH2:6]1)([OH:3])=[O:2] |f:1.2|. Procedure details: Dissolve 1-(carbomethoxy)-1-(4-methoxylbenzylthio)cyclopentane (3.3 mmol) in 95% ethanol (18 mL), water (9 mL), and tetrahydrofuran (10 mL). Treat with potassium hydroxide (0.91 g, 16 mmol). Stir at room temperature for 2 hours and evaporate the solvent in vacuo. Partition between water (50 mL) and ethyl ether (30 mL). Acidify the aqueous phase with cold concentrated hydrochloric acid and extract with methylene chloride (50 mL). Dry (MgSO4) and evaporate the solvent in vacuo to give 1-(carboxy)-... Starting materials: BrC=1C(=C(C2=C3N([C@H](COC31)C)C=C(C2=O)C(=O)OCC)F)F (ethyl (S)-10-bromo-8,9-difluoro-3-methyl-7-oxo-2,3-dihydro-7H-pyrido[1,2,3-de][1,4]benzoxazine-6-carboxylate), CC1=NC(=CC(=C1)[Sn](C)(C)C)C (2,6-dimethyl-4-(trimethylstannyl)pyridine), stainless steel. The reagents and catalysts are Cl[Pd]([P](C1=CC=CC=C1)(C2=CC=CC=C2)C3=CC=CC=C3)([P](C4=CC=CC=C4)(C5=CC=CC=C5)C6=CC=CC=C6)Cl (dichlorobis(triphenylphosphine)palladium). Solvent: C(C)O (ethanol). Reaction conditions: temperature 150 celsius. Yields the product CC1=NC(=CC(=C1)C=1C(=C(C2=C3N([C@H](COC31)C)C=C(C2=O)C(=O)OCC)F)F)C (ethyl (S)-10-(2,6-dimethyl-4-pyridinyl)-8,9-difluoro-3-methyl-7-oxo-2,3-dihydro-7H-pyrido[1,2,3-de][1,4]benzoxazine-6-carboxylate). The yield is 72.1%. As a reaction SMILES: Br[C:2]1[C:3]([F:23])=[C:4]([F:22])[C:5]2[C:15](=[O:16])[C:14]([C:17]([O:19][CH2:20][CH3:21])=[O:18])=[CH:13][N:7]3[C@@H:8]([CH3:12])[CH2:9][O:10][C:11]=1[C:6]=23.[CH3:24][C:25]1[CH:30]=[C:29]([Sn](C)(C)C)[CH:28]=[C:27]([CH3:35])[N:26]=1>C(O)C.Cl[Pd](Cl)([P](C1C=CC=CC=1)(C1C=CC=CC=1)C1C=CC=CC=1)[P](C1C=CC=CC=1)(C1C=CC=CC=1)C1C=CC=CC=1>[CH3:24][C:25]1[CH:30]=[C:29]([C:2]2[C:3]([F:23])=[C:4]([F:22])[C:5]3[C:15](=[O:16])[C:14]([C:17]([O:19][CH2:20][CH3:21])=[O:18])=[CH:13][N:7]4[C@@H:8]([CH3:12])[CH2:9][O:10][C:11]=2[C:6]=34)[CH:28]=[C:27]([CH3:35])[N:26]=1 |^1:41,60|. Procedure details: A mixture of 19.35 g ethyl (S)-10-bromo-8,9-difluoro-3-methyl-7-oxo-2,3-dihydro-7H-pyrido[1,2,3-de][1,4]benzoxazine-6-carboxylate, 16.20 g 2,6-dimethyl-4-(trimethylstannyl)pyridine, 0.88 g dichlorobis(triphenylphosphine)palladium in 200 ml ethanol was placed in a stainless steel Parr apparatus and the system flushed with nitrogen and pressurized to about 80 psi with nitrogen. The system was heated at 150° C. for 4 hours. The reaction mixture was cooled and concentrated in vacuo, and the residue ... The reactants are OC1=CC(N(C=C1)C=1C=C2C=NN(C2=CC1)CCN1CCCC1)=O (4-Hydroxy-1-(1-(2-(pyrrolidin-1-yl)ethyl)-1H-indazol-5-yl)pyridin-2(1H)-one), C(C1=CC=CC=C1)N (benzylamine), C1(=C(C(=C(C(=C1F)F)F)N)F)N.Cl.Cl (dihydrochloride). The product is Cl.Cl.C(C1=CC=CC=C1)NC1=CC(N(C=C1)C=1C=C2C=NN(C2=CC1)CCN1CCCC1)=O (4-(Benzylamino)-1-(1-(2-(pyrrolidin-1-yl)ethyl)-1H-indazol-5-yl)pyridin-2(1H)-one dihydrochloride). Yield: 22.0%. RXN SMILES: O[C:2]1[CH:7]=[CH:6][N:5]([C:8]2[CH:9]=[C:10]3[C:14](=[CH:15][CH:16]=2)[N:13]([CH2:17][CH2:18][N:19]2[CH2:23][CH2:22][CH2:21][CH2:20]2)[N:12]=[CH:11]3)[C:4](=[O:24])[CH:3]=1.[CH2:25]([NH2:32])[C:26]1[CH:31]=[CH:30][CH:29]=[CH:28][CH:27]=1.C1(N)C(F)=C(F)C(F)=C(N)C=1F.[ClH:45].Cl>>[ClH:45].[ClH:45].[CH2:25]([NH:32][C:2]1[CH:7]=[CH:6][N:5]([C:8]2[CH:9]=[C:10]3[C:14](=[CH:15][CH:16]=2)[N:13]([CH2:17][CH2:18][N:19]2[CH2:23][CH2:22][CH2:21][CH2:20]2)[N:12]=[CH:11]3)[C:4](=[O:24])[CH:3]=1)[C:26]1[CH:31]=[CH:30][CH:29]=[CH:28][CH:27]=1 |f:2.3.4,5.6.7|. Reported procedure: 4-Hydroxy-1-(1-(2-(pyrrolidin-1-yl)ethyl)-1H-indazol-5-yl)pyridin-2(1H)-one (120 mg, 0.37 mmol) and benzylamine (0.3 mL) were irradiated in a microwave tube for min at 300 W. Purification by column chromatography (12 g ISCO column eluting with ethyl acetate and a methanol/ammonia mixture (10:1); gradient 100% ethyl acetate to 80% ethyl acetate over 30 min at 25 mL/min) provided the free-base. This was converted to the dihydrochloride as in Example 64 to provide the title compound (43 mg, 22%) as...